The task is: describe an organic reaction: reactants, conditions, products, and yield. This data is from the Open Reaction Database (ORD), a public repository of structured organic reaction records. The reactants are CC(C)C[Al+]CC(C)C, Cc1ccccc1, CCOC(=O)c1cc(Sc2cccc(OC)n2)n(-c2ccccc2Cl)n1, [H-], [Na+], C1CCOC1, [OH-]. Product: COc1cccc(Sc2cc(C=O)nn2-c2ccccc2Cl)n1. Reaction SMILES: [CH2:28]([Al+:29][CH2:30][CH:31]([CH3:32])[CH3:33])[CH:34]([CH3:35])[CH3:36].[CH3:44][c:45]1[cH:46][cH:47][cH:48][cH:49][cH:50]1.[Cl:1][c:2]1[c:3](-[n:8]2[n:9][c:10]([C:22](=[O:23])[O:24][CH2:25][CH3:26])[cH:11][c:12]2[S:13][c:14]2[n:15][c:16]([O:20][CH3:21])[cH:17][cH:18][cH:19]2)[cH:4][cH:5][cH:6][cH:7]1.[H-:27].[Na+:38].[O:39]1[CH2:40][CH2:41][CH2:42][CH2:43]1.[OH-:37]>>[Cl:1][c:2]1[c:3](-[n:8]2[n:9][c:10]([CH:22]=[O:23])[cH:11][c:12]2[S:13][c:14]2[n:15][c:16]([O:20][CH3:21])[cH:17][cH:18][cH:19]2)[cH:4][cH:5][cH:6][cH:7]1.